Dataset: the Open Reaction Database (ORD), a public repository of structured organic reaction records. Task: describe an organic reaction: reactants, conditions, products, and yield Solvent: C(C)O (ethanol). As a reaction SMILES: [NH2:1][C:2]1[CH:3]=[C:4]([CH:8]=[CH:9][CH:10]=1)[C:5]([NH2:7])=[O:6].[CH2:11]([O:13][C:14](=[O:28])[CH:15]([C:20](=O)[C:21]1[CH:26]=[CH:25][CH:24]=[CH:23][CH:22]=1)[CH2:16][C:17](=O)[CH3:18])[CH3:12].CC1C=CC(S(O)(=O)=O)=CC=1>C(O)C>[CH2:11]([O:13][C:14]([C:15]1[CH:16]=[C:17]([CH3:18])[N:1]([C:2]2[CH:10]=[CH:9][CH:8]=[C:4]([C:5](=[O:6])[NH2:7])[CH:3]=2)[C:20]=1[C:21]1[CH:22]=[CH:23][CH:24]=[CH:25][CH:26]=1)=[O:28])[CH3:12]. Procedure: 3-Aminobenzamide (5 mmol, 1.0 g), 2-benzoyl-4-oxo-pentanoic acid ethyl ester (5 mmol, 1.2 g), and tosic acid (0.1 g) were combined in ethanol, then heated under reflux. The resulting precipitate was filtered from the reaction mixture, then washed with ethanol. The tan solid product was used without further purification (m.p. 208.9° C.-210.3° C.). The product is C(C)OC(=O)C1=C(N(C(=C1)C)C1=CC(=CC=C1)C(N)=O)C1=CC=CC=C1 (1-(3-Carbamoylphenyl)-5-methyl-2-phenyl-1H-pyrrole-3-carboxylic Acid Ethyl Ester). Starting materials: NC=1C=C(C(=O)N)C=CC1 (3-Aminobenzamide), C(C)OC(C(CC(C)=O)C(C1=CC=CC=C1)=O)=O (2-benzoyl-4-oxo-pentanoic acid ethyl ester), CC1=CC=C(C=C1)S(=O)(=O)O (tosic acid).